Task: describe an organic reaction: reactants, conditions, products, and yield. Dataset: the Open Reaction Database (ORD), a public repository of structured organic reaction records Reaction SMILES: [O:1]1[CH:5]=[CH:4][CH:3]=[C:2]1[CH2:6][N:7]([CH2:9][C:10]1[CH:11]=[C:12]([CH:17]=[C:18]([CH3:20])[CH:19]=1)[C:13]([O:15]C)=[O:14])[CH3:8].O.[OH-].[Li+]>CO.O1CCCC1>[O:1]1[CH:5]=[CH:4][CH:3]=[C:2]1[CH2:6][N:7]([CH2:9][C:10]1[CH:11]=[C:12]([CH:17]=[C:18]([CH3:20])[CH:19]=1)[C:13]([OH:15])=[O:14])[CH3:8] |f:2.3|. Reactants: O1C(=CC=C1)CN(C)CC=1C=C(C(=O)OC)C=C(C1)C (methyl 3-{[(2-furylmethyl)(methyl)amino]methyl}-5-methylbenzoate), O (water), [OH-].[Li+] (lithium hydroxide). The solvent is CO (methanol), O1CCCC1 (tetrahydrofuran). Procedure details: To a stirred solution of methyl 3-{[(2-furylmethyl)(methyl)amino]methyl}-5-methylbenzoate (180 mg, 0.66 mmol) in methanol (2 mL), tetrahydrofuran (1 mL), and water (1 mL) is added lithium hydroxide (277 mg, 6.6 mmol), and the reaction mixture stirred at room temperature for 2 h. The reaction mixture is concentrated under reduced pressure, dissolved in methylene chloride, filtered, and the filtrate concentrated under reduced pressure to provide the title compound. ESI MS m/z 258 [M+H]+. Run at time 2 hour. The product is O1C(=CC=C1)CN(C)CC=1C=C(C(=O)O)C=C(C1)C (3-{[(2—Furylmethyl)(methyl)amino]methyl}-5-methylbenzoic acid). The reactants are O1CCCC1 (tetrahydrofuran), [N+](=O)([O-])C=1C=C(C=CC1)C1C(=C(NC(=C1C(=O)OCC)CCC)CCC)C(=O)OCC (diethyl 4-(3-nitrophenyl)-2,6-dipropyl-1,4-dihydropyridine-3,5-dicarboxylate), solution, oil, [H-].[Na+] (sodium hydride), product, ClCOCC (chloromethoxyethane). The solvent is C(C)(=O)O (acetic acid). Conditions: temperature -20 celsius. The product is C(C)OCN1C(=C(C(C(=C1CCC)C(=O)OCC)C1=CC(=CC=C1)[N+](=O)[O-])C(=O)OCC)CCC (diethyl 1-ethoxymethyl-4-(3-nitrophenyl)-2,6-dipropyl-1,4-dihydropyridine-3,5-dicarboxylate). RXN SMILES: [O:1]1[CH2:5]C[CH2:3][CH2:2]1.[N+:6]([C:9]1[CH:10]=[C:11]([CH:15]2[C:20]([C:21]([O:23][CH2:24][CH3:25])=[O:22])=[C:19]([CH2:26][CH2:27][CH3:28])[NH:18][C:17]([CH2:29][CH2:30][CH3:31])=[C:16]2[C:32]([O:34][CH2:35][CH3:36])=[O:33])[CH:12]=[CH:13][CH:14]=1)([O-:8])=[O:7].[H-].[Na+].ClCOCC>C(O)(=O)C>[CH2:2]([O:1][CH2:5][N:18]1[C:17]([CH2:29][CH2:30][CH3:31])=[C:16]([C:32]([O:34][CH2:35][CH3:36])=[O:33])[CH:15]([C:11]2[CH:12]=[CH:13][CH:14]=[C:9]([N+:6]([O-:8])=[O:7])[CH:10]=2)[C:20]([C:21]([O:23][CH2:24][CH3:25])=[O:22])=[C:19]1[CH2:26][CH2:27][CH3:28])[CH3:3] |f:2.3|. Procedure: In 10 ml. of tetrahydrofuran was dissolved 0.5 g. of diethyl 4-(3-nitrophenyl)-2,6-dipropyl-1,4-dihydropyridine-3,5-dicarboxylate and after adding to the solution 0.2 g. of a 50% oil dispersion of sodium hydride, the mixture was stirred for 2 hours at room temperature. After cooling the mixture to -20° C., 0.5 ml. of chloromethoxyethane was added thereto and the mixture reacted for 1.5 hours at temperatures of from -20° C. to -10° C. After adding to the reaction product 0.5 ml. of glacial acetic... Reaction SMILES: [Al+3:2].[CH3:23][CH2:24][O:25][CH2:26][CH3:27].[H-:1].[H-:4].[H-:5].[H-:6].[Li+:3].[c:7]1([CH:13]([C:14](=[O:15])[OH:16])[c:17]2[cH:18][cH:19][cH:20][cH:21][cH:22]2)[cH:8][cH:9][cH:10][cH:11][cH:12]1>>[c:7]1([CH:13]([CH2:14][OH:15])[c:17]2[cH:18][cH:19][cH:20][cH:21][cH:22]2)[cH:8][cH:9][cH:10][cH:11][cH:12]1. Reactants: [Al+3], CCOCC, [H-], [H-], [H-], [H-], [Li+], O=C(O)C(c1ccccc1)c1ccccc1. Yields the product OCC(c1ccccc1)c1ccccc1. Reactants: ClC1=CC2=C(C=C1)C1=C(C(=C(N(S1(=O)=O)C)C(=O)OC)O)S2 (methyl 7-chloro-4-hydroxy-2-methyl-2H-[1] benzothieno [2,3-e]-1,2-thiazine-3-carboxylate-1,1-dioxide), NC=1SC=C(N1)C (2-amino-4-methyl-thiazole). The product is ClC1=CC2=C(C=C1)C1=C(C(=C(N(S1(=O)=O)C)C(=O)NC=1SC=C(N1)C)O)S2 (7-Chloro-4-hydroxy-2-methyl-N-(4-methyl-2-thiazolyl)-2H-[1] benzothieno [2,3-e]-1,2-thiazine-3-carboxamide-1,1-dioxide). Isolated yield 36.0%. As a reaction SMILES: [Cl:1][C:2]1[CH:7]=[CH:6][C:5]2[C:8]3[S:13](=[O:15])(=[O:14])[N:12]([CH3:16])[C:11]([C:17](OC)=[O:18])=[C:10]([OH:21])[C:9]=3[S:22][C:4]=2[CH:3]=1.[NH2:23][C:24]1[S:25][CH:26]=[C:27]([CH3:29])[N:28]=1>>[Cl:1][C:2]1[CH:7]=[CH:6][C:5]2[C:8]3[S:13](=[O:14])(=[O:15])[N:12]([CH3:16])[C:11]([C:17]([NH:23][C:24]4[S:25][CH:26]=[C:27]([CH3:29])[N:28]=4)=[O:18])=[C:10]([OH:21])[C:9]=3[S:22][C:4]=2[CH:3]=1. Reported procedure: Prepared analogous to Example 1 from methyl 7-chloro-4-hydroxy-2-methyl-2H-[1] benzothieno [2,3-e]-1,2-thiazine-3-carboxylate-1,1-dioxide and 2-amino-4-methyl-thiazole with a yield of 36% of theory. Starting materials: ClC1=C(C=CC(=C1)CCNC1=NC=CC(=N1)C1=CC(=CC=C1)CN(C1CCNCC1)CC)O (2-Chloro-4-[2-(4-{3-[(ethyl-piperidin-4-yl-amino)-methyl]-phenyl}-pyrimidin-2-ylamino)-ethyl]-phenol), C(CC)=O (propionaldehyde). The product is ClC1=C(C=CC(=C1)CCNC1=NC=CC(=N1)C1=CC(=CC=C1)CN(C1CCN(CC1)CCC)CC)O (2-Chloro-4-{2-[4-(3-{[ethyl-(1-propyl-piperidin-4-yl)-amino]-methyl}-phenyl)-pyrimidin-2-ylamino]-ethyl}-phenol). Reaction SMILES: [Cl:1][C:2]1[CH:7]=[C:6]([CH2:8][CH2:9][NH:10][C:11]2[N:16]=[C:15]([C:17]3[CH:22]=[CH:21][CH:20]=[C:19]([CH2:23][N:24]([CH2:31][CH3:32])[CH:25]4[CH2:30][CH2:29][NH:28][CH2:27][CH2:26]4)[CH:18]=3)[CH:14]=[CH:13][N:12]=2)[CH:5]=[CH:4][C:3]=1[OH:33].[CH:34](=O)[CH2:35][CH3:36]>>[Cl:1][C:2]1[CH:7]=[C:6]([CH2:8][CH2:9][NH:10][C:11]2[N:16]=[C:15]([C:17]3[CH:22]=[CH:21][CH:20]=[C:19]([CH2:23][N:24]([CH2:31][CH3:32])[CH:25]4[CH2:30][CH2:29][N:28]([CH2:34][CH2:35][CH3:36])[CH2:27][CH2:26]4)[CH:18]=3)[CH:14]=[CH:13][N:12]=2)[CH:5]=[CH:4][C:3]=1[OH:33]. Procedure details: Intermediate 85 was coupled with propionaldehyde following procedure E. The product was purified by HPLC. LC-MS showed the product had the expected M+H+ of 508. 1H NMR (Varian 300 MHz, DMSO, shifts relative to the solvent peak at 2.50 ppm) δ 8.3 (d, 1H), 7.9 (d, 1H), 7.5-7.4 (m, 3H), 7.2 (d, 1H), 7.1 (d, 1H), 7.0 (d, 1H), 6.8 (d, 1H), 3.6 (s, 2H), 3.5 (d, 2H), 3.1 (d, 2H), 2.7 (q, 2H), 2.6 (m, 3H), 2.3 (m, 4H), 1.7-1.6 (m, 4H), 1.5-1.4 (m, 2H), 0.94 (t, 3H), 0.80 (t, 3H). The reactants are ClC=1C=C(CC2CCC=3NC(=CC32)C(=O)OC)C=CC1 (methyl 4-(3-chlorobenzyl)-1,4,5,6-tetrahydrocyclopenta[b]pyrrole-2-carboxylate), [OH-].[Li+] (lithium hydroxide), CO (methanol). The solvent is C1CCOC1 (THF). Product: ClC=1C=C(CC2CCC=3NC(=CC32)C(=O)O)C=CC1 (4-(3-chlorobenzyl)-1,4,5,6-tetrahydrocyclopenta[b]pyrrole-2-carboxylic acid). Reaction SMILES: [Cl:1][C:2]1[CH:3]=[C:4]([CH:18]=[CH:19][CH:20]=1)[CH2:5][CH:6]1[C:13]2[CH:12]=[C:11]([C:14]([O:16]C)=[O:15])[NH:10][C:9]=2[CH2:8][CH2:7]1.[OH-].[Li+].CO>C1COCC1>[Cl:1][C:2]1[CH:3]=[C:4]([CH:18]=[CH:19][CH:20]=1)[CH2:5][CH:6]1[C:13]2[CH:12]=[C:11]([C:14]([OH:16])=[O:15])[NH:10][C:9]=2[CH2:8][CH2:7]1 |f:1.2|. Reported procedure: The title compound was synthesized from methyl 4-(3-chlorobenzyl)-1,4,5,6-tetrahydrocyclopenta[b]pyrrole-2-carboxylate (261 mg, 0.90 mmol) and lithium hydroxide (188 mg, 4.50 mmol in 3 mL H2O), according to General Procedure 7. A 1:1 mixture of methanol (MeOH) and THF (6 mL) was used. The resulting product was purified by chromatography, eluting with heptane-EtOAc, gradient 0 to 50% EtOAc to afford the title compound. 147 mg. 1H NMR (400 MHz, CHLOROFORM-d) δ ppm 2.06-2.17 (m, 1H) 2.53-2.64 (m, 1... Reactants: CC(C)(C)O, C1CCOC1, [O-][Cl+][O-], [K+], [Na+], O, O=P([O-])(O)O, O=Cc1cc2ccncc2o1. Product: O=C(O)c1cc2ccncc2o1. Reaction SMILES: [C:12]([CH3:13])([CH3:14])([CH3:15])[OH:16].[CH2:27]1[O:28][CH2:29][CH2:30][CH2:31]1.[Cl+:23]([O-:24])[O-:25].[K+:22].[Na+:26].[OH2:32].[P:17]([O-:18])([OH:19])([OH:20])=[O:21].[o:1]1[c:2]([CH:10]=[O:11])[cH:3][c:4]2[c:5]1[cH:6][n:7][cH:8][cH:9]2>>[o:1]1[c:2]([C:10](=[O:11])[OH:16])[cH:3][c:4]2[c:5]1[cH:6][n:7][cH:8][cH:9]2. Reactants: N1CCN2N=CC(=C21)CCN (2-(2,3-dihydro-1H-imidazo[1,2-b]pyrazol-7-yl)ethylamine), C(=O)OCC (ethyl formate). The product is N1CCN2N=CC(=C21)CCNC=O (2-(2,3-dihydro-1H-imidazo[1,2-b]pyrazol-7-yl)ethylformamide). As a reaction SMILES: [NH:1]1[C:8]2[N:4]([N:5]=[CH:6][C:7]=2[CH2:9][CH2:10][NH2:11])[CH2:3][CH2:2]1.[CH:12](OCC)=[O:13]>>[NH:1]1[C:8]2[N:4]([N:5]=[CH:6][C:7]=2[CH2:9][CH2:10][NH:11][CH:12]=[O:13])[CH2:3][CH2:2]1. Reported procedure: A suspension of 2-(2,3-dihydro-1H-imidazo[1,2-b]pyrazol-7-yl)ethylamine (155 mg) in ethyl formate (3 ml) was refluxed for 4.5 hours. After evaporation of the solvent in vacuo, the residue was triturated with ethyl acetate and dried in vacuo to give 2-(2,3-dihydro-1H-imidazo[1,2-b]pyrazol-7-yl)ethylformamide (165 mg) as a solid.